This data is from the Open Reaction Database (ORD), a public repository of structured organic reaction records. The task is: describe an organic reaction: reactants, conditions, products, and yield Reactants: II (I2), ClC1=CC=2NC3=CC=CC=C3SC2C=C1 (2-chlorophenothiazine), C(C)(=O)[O-].[K+] (potassium acetate), C(CC#N)#N (malononitrile). Run in CO (MeOH), CO (methanol). Run at temperature 40 celsius, time 3.5 hour. Product: C(#N)C(=C1C=CC2=NC3=CC(=CC=C3SC2=C1)Cl)C#N (3-Dicyanomethylene-8-chloro-3H-phenothiazine). Isolated yield 26.2%. Reaction SMILES: [Cl:1][C:2]1[CH:15]=[CH:14][C:13]2[S:12][C:11]3[C:6](=[CH:7][CH:8]=[CH:9][CH:10]=3)[NH:5][C:4]=2[CH:3]=1.C([O-])(=O)C.[K+].[C:21](#[N:25])[CH2:22][C:23]#[N:24].II>CO>[C:23]([C:22]([C:21]#[N:25])=[C:9]1[CH:10]=[C:11]2[C:6](=[N:5][C:4]3[C:13]([S:12]2)=[CH:14][CH:15]=[C:2]([Cl:1])[CH:3]=3)[CH:7]=[CH:8]1)#[N:24] |f:1.2|. Procedure details: A solution of 2-chlorophenothiazine (1.0 g; 4.26 mmol) and potassium acetate (KOAc) (2.5 g) in boiling methanol (MeOH) (70 mL) was allowed to cool to 40° C. then treated with malononitrile (0.42 g; 1.5 eq). This solution was treated at once with a solution of I2 (2.16 g) in MeOH (25 mL) and allowed to stir at ambient temperature for 3.5 h. The dark green solid that separated was collected by filtration, washed with MeOH and dried in vacuo to give 4 (0.33 g, 26%). MS (70 eV) m/e (rel. intensity) ... Starting materials: COC(=O)c1ccc(CCc2ncc(-c3cc(C)cc(Nc4nccc(C(F)(F)F)n4)c3)s2)cc1, CO, Cl, [Na+], [OH-], O. Product: Cc1cc(Nc2nccc(C(F)(F)F)n2)cc(-c2cnc(CCc3ccc(C(=O)O)cc3)s2)c1. Reaction SMILES: [CH3:1][c:2]1[cH:3][c:4](-[c:19]2[cH:20][n:21][c:22]([CH2:24][CH2:25][c:26]3[cH:27][cH:28][c:29]([C:30](=[O:31])[O:32][CH3:33])[cH:34][cH:35]3)[s:23]2)[cH:5][c:6]([NH:8][c:9]2[n:10][cH:11][cH:12][c:13]([C:15]([F:16])([F:17])[F:18])[n:14]2)[cH:7]1.[CH3:39][OH:40].[ClH:38].[Na+:37].[OH-:36].[OH2:41]>>[CH3:1][c:2]1[cH:3][c:4](-[c:19]2[cH:20][n:21][c:22]([CH2:24][CH2:25][c:26]3[cH:27][cH:28][c:29]([C:30](=[O:31])[OH:32])[cH:34][cH:35]3)[s:23]2)[cH:5][c:6]([NH:8][c:9]2[n:10][cH:11][cH:12][c:13]([C:15]([F:16])([F:17])[F:18])[n:14]2)[cH:7]1. Starting materials: NCC1(CCCCC1)O (1-(aminomethyl)-cyclohexanol), C(C)(C)(C)OC(=O)OC(=O)OC(C)(C)C (di-tert.-butyldicarbonate). Reagents/catalysts: CN(C1=CC=NC=C1)C (4-dimethylaminopyridine). Solvent: C(C)#N (acetonitrile), C(C)(=O)O (acetic acid), Cl (hydrochloric acid). Reaction conditions: time 8 hour. Yields the product O1C(NCC12CCCCC2)=O (1-oxa-3-aza-spiro[4.5]decane-2-on). As a reaction SMILES: [NH2:1][CH2:2][C:3]1([OH:9])[CH2:8][CH2:7][CH2:6][CH2:5][CH2:4]1.[C:10]([O:14]C(OC(OC(C)(C)C)=O)=O)(C)(C)C>CN(C)C1C=CN=CC=1.C(#N)C.C(O)(=O)C.Cl>[O:9]1[C:3]2([CH2:8][CH2:7][CH2:6][CH2:5][CH2:4]2)[CH2:2][NH:1][C:10]1=[O:14]. Reported procedure: 0.65 g (5.0 mmol) of 1-(aminomethyl)-cyclohexanol, 1.2 g (5.5 mmol) di-tert.-butyldicarbonate ((Boc)2O) and 0.611 g 4-dimethylaminopyridine were dissolved in 50 ml acetonitrile and agitated overnight at room temperature. The mixture was then fully turned over, the residue was dissolved in 20 ml acetic acid and again turned over. The residue was taken up in 25 ml 1 M hydrochloric acid and extracted with 50 ml toluene. The reactants are CCO, [H][H], C=C(c1ccccc1)c1cnc2c(C(F)(F)F)cccc2c1-c1ccccc1. Product: CC(c1ccccc1)c1cnc2c(C(F)(F)F)cccc2c1-c1ccccc1. As a reaction SMILES: [CH3:31][CH2:32][OH:33].[H:29][H:30].[c:1]1(-[c:7]2[c:8]([C:21](=[CH2:22])[c:23]3[cH:24][cH:25][cH:26][cH:27][cH:28]3)[cH:9][n:10][c:11]3[c:12]([C:17]([F:18])([F:19])[F:20])[cH:13][cH:14][cH:15][c:16]23)[cH:2][cH:3][cH:4][cH:5][cH:6]1>>[c:1]1(-[c:7]2[c:8]([CH:21]([CH3:22])[c:23]3[cH:24][cH:25][cH:26][cH:27][cH:28]3)[cH:9][n:10][c:11]3[c:12]([C:17]([F:18])([F:19])[F:20])[cH:13][cH:14][cH:15][c:16]23)[cH:2][cH:3][cH:4][cH:5][cH:6]1. Reactants: C(C1=CC=CC=C1)N1CC(CC1)NC(=O)NC1=C2C=C(N=CC2=CC=C1)C (1-(1-Benzyl-pyrrolidin-3-yl)-3-(3-methyl-isoquinolin-5-yl)urea), C(=O)[O-].[NH4+] (ammonium formate). Reagents/catalysts: [Pd] (palladium on carbon). Solvent: CO (methanol), ClCCl (dichloromethane). Reaction conditions: temperature 25 celsius. Product: CC=1N=CC2=CC=CC(=C2C1)NC(=O)NC1CNCC1 (1-(3-Methyl-isoquinolin-5-yl)-3-pyrrolidin-3-yl urea). Yield: 69.4%. Reaction SMILES: C([N:8]1[CH2:12][CH2:11][CH:10]([NH:13][C:14]([NH:16][C:17]2[CH:26]=[CH:25][CH:24]=[C:23]3[C:18]=2[CH:19]=[C:20]([CH3:27])[N:21]=[CH:22]3)=[O:15])[CH2:9]1)C1C=CC=CC=1.C([O-])=O.[NH4+]>[Pd].CO.ClCCl>[CH3:27][C:20]1[N:21]=[CH:22][C:23]2[C:18]([CH:19]=1)=[C:17]([NH:16][C:14]([NH:13][CH:10]1[CH2:11][CH2:12][NH:8][CH2:9]1)=[O:15])[CH:26]=[CH:25][CH:24]=2 |f:1.2|. Procedure: A solution of (D3) (2.30 g, 6.40 mmol), ammonium formate (2.02 g, 32.10 mmol) and 10% palladium on carbon (1 g) in methanol (100 mL) was heated at 70° C. for 3 h, then cooled to 25° C. and filtered through Celite. Evaporation in vacuo gave an oil which was suspended in dichloromethane and washed with saturated sodium carbonate solution. The organic layer was removed, dried (Na2SO4), and the solvents evaporated in vacuo to give the title compound as a yellow oil (1.2 g). 1H NMR (CDCl3) δ: 2.05-2....